Dataset: the Open Reaction Database (ORD), a public repository of structured organic reaction records. Task: describe an organic reaction: reactants, conditions, products, and yield Reagents/catalysts: [Pd] (palladium on charcoal). Run in CO (methanol), C(C)(=O)O (acetic acid). Reactants: C(C1=CC=CC=C1)N[C@H]1[C@@]2(C[C@H]([C@H](CC1)N2CC2=CC=CC=C2)S(=O)(=O)C2=CC=CC=C2)C2=CC=CC=C2 ((1R*,2R*,5S*,6R*)-2-benzylamino-8-benzyl-1-phenyl-6-phenylsulphonyl-8-azabicyclo[3.2.1]octane), [H][H] (hydrogen). Procedure details: (1R*,2R*,5S*,6R*)-2-benzylamino-8-benzyl-1-phenyl-6-phenylsulphonyl-8-azabicyclo[3.2.1]octane (Description 4; 1.73 g, 3.3 mmol) was dissolved in a mixture of methanol (30 mL) and acetic acid (20 mL), then treated with 10% palladium on charcoal (500 mg). The suspension was hydrogenated at 50 psi hydrogen for 16 hours, then filtered and concentrated. The residue was basified with saturated sodium bicarbonate solution (100 mL) and extracted with dichloromethane (2×100 mL). The extracts were dried (... The yield is 97.0%. The product is N[C@H]1[C@@]2(C[C@H]([C@H](CC1)N2)S(=O)(=O)C2=CC=CC=C2)C2=CC=CC=C2 ((1R*,2R*,5S*,6R*)-2-amino-1-phenyl-6-phenylsulphonyl-8-azabicyclo[3.2.1]octane). As a reaction SMILES: C([NH:8][C@@H:9]1[CH2:15][CH2:14][C@@H:13]2[N:16](CC3C=CC=CC=3)[C@@:10]1([C:33]1[CH:38]=[CH:37][CH:36]=[CH:35][CH:34]=1)[CH2:11][C@H:12]2[S:24]([C:27]1[CH:32]=[CH:31][CH:30]=[CH:29][CH:28]=1)(=[O:26])=[O:25])C1C=CC=CC=1.[H][H]>CO.C(O)(=O)C.[Pd]>[NH2:8][C@@H:9]1[CH2:15][CH2:14][C@@H:13]2[NH:16][C@@:10]1([C:33]1[CH:38]=[CH:37][CH:36]=[CH:35][CH:34]=1)[CH2:11][C@H:12]2[S:24]([C:27]1[CH:32]=[CH:31][CH:30]=[CH:29][CH:28]=1)(=[O:26])=[O:25]. The reactants are BrCCCCCCCCCC (1-bromodecane), [S-]C#N.[Na+] (sodium thiocyanate), [Cl-].C(CCCCCCC)(=O)C(C(CCCCCCC)=O)(C(CCCCCCC)=O)[NH3+] (tricaprylylmethylammonium chloride). The solvent is O (water). Conditions: time 2 hour. Yields the product S(C#N)CCCCCCCCCC (1-thiocyanodecane). RXN SMILES: Br[CH2:2][CH2:3][CH2:4][CH2:5][CH2:6][CH2:7][CH2:8][CH2:9][CH2:10][CH3:11].[S-:12][C:13]#[N:14].[Na+].[Cl-].C(C([NH3+])(C(=O)CCCCCCC)C(=O)CCCCCCC)(=O)CCCCCCC>O>[S:12]([CH2:2][CH2:3][CH2:4][CH2:5][CH2:6][CH2:7][CH2:8][CH2:9][CH2:10][CH3:11])[C:13]#[N:14] |f:1.2,3.4|. Procedure details: A mixture of 100 grams (0.45 mole) of 1-bromodecane, 160 grams (1.98 moles)of sodium thiocyanate, 50 ml water and 10 grams of tricaprylylmethylammonium chloride was heated to 88°-105° C with stirring over a period of 2 hours. Examination of the reaction mixture by gas liquid partition chromatography showed that 100% conversionof the 1-bromodecane had occurred to give 1-thiocyanodecane.